From a dataset of the Open Reaction Database (ORD), a public repository of structured organic reaction records. describe an organic reaction: reactants, conditions, products, and yield The reactants are OS(=O)(=O)O (H2SO4), ClC=1C=C(C=C(C1Cl)Cl)NN=C1C(CCCC1)=O (2-(2-(3,4,5-Trichlorophenyl)hydrazono)cyclohexanone), C(=O)([O-])[O-].[Na+].[Na+] (Na2CO3). Solvent: CC#N (MeCN). Conditions: temperature 80 celsius. Product: ClC1=C2C=3CCCC(C3NC2=CC(=C1Cl)Cl)=O (5,6,7-Trichloro-2,3,4,9-tetrahydro-1H-carbazol-1-one). Yield: 16.0%. Reaction SMILES: [Cl:1][C:2]1[CH:3]=[C:4]([NH:10]N=C2CCCCC2=O)[CH:5]=[C:6]([Cl:9])[C:7]=1[Cl:8].OS(O)(=O)=O.[C:24]([O-:27])([O-])=O.[Na+].[Na+]>CC#N>[Cl:9][C:6]1[C:7]([Cl:8])=[C:2]([Cl:1])[CH:3]=[C:4]2[C:5]=1[C:2]1[CH2:7][CH2:6][CH2:5][C:24](=[O:27])[C:3]=1[NH:10]2 |f:2.3.4|. Procedure: 2-(2-(3,4,5-Trichlorophenyl)hydrazono)cyclohexanone (1 g, 3.2 mmol) was dissolved in MeCN (10 mL) and aqueous H2SO4 (0.5 mL, 1.8M solution) was added. The reaction mixture was heated to 80° C. for 6 h, basified with saturated Na2CO3 and extracted with EtOAc (2×100 mL). The combined organic extracts were dried over Na2SO4 and concentrated under reduced pressure to give the crude material which was purified by silica gel column chromatography [EtOAc-hexane (1:9) as eluant] to give the title compou... Reactants: oil, C(C=C)OC=1C=CC(=C(C1)O)S (5-(Allyloxy)-2-sulfanylphenol), C([O-])([O-])=O.[K+].[K+] (potassium carbonate), CI (methyl iodide). Run in CC(=O)C (acetone). Conditions: time 1 hour. Product: C(C=C)OC1=CC(=C(C=C1)SC)OC (4-(allyloxy)-2-methoxy-1-(methylsulfanyl)benzene). Reaction SMILES: [CH2:1]([O:4][C:5]1[CH:6]=[CH:7][C:8]([SH:12])=[C:9](O)[CH:10]=1)[CH:2]=[CH2:3].[C:13](=[O:16])([O-])[O-].[K+].[K+].[CH3:19]I>CC(C)=O>[CH2:1]([O:4][C:5]1[CH:6]=[CH:7][C:8]([S:12][CH3:19])=[C:9]([O:16][CH3:13])[CH:10]=1)[CH:2]=[CH2:3] |f:1.2.3|. Procedure: 5-(Allyloxy)-2-sulfanylphenol (37.84 g, 0.21 mol) and potassium carbonate (43 g, 0.31 mol) in acetone (450 ml) was cooled to 5° C. and treated with methyl iodide (32.32 ml, 0.52 mol) dropwise and stirred for 1 h at RT. After removal of the solvent in vacuo, the residue was partioned between diethyl ether (300 ml) and water (400 ml). The aqueous phase was separated and extracted with further diethyl ether (2×150 ml) and the combined organics were dried over MgSO4 and evaporated to a clear oil (26... The reactants are C(C)(C)(C)OC(=O)N1C(=CC2=CC=CC=C12)B(O)O (1-(tert-Butoxycarbonyl)indole-2-boronic acid), BrC=1C=NC=C(C1)Br (3,5-dibromo-pyridine), CC(=O)[O-].[K+] (KOAc). Reagents/catalysts: C1=CC=C(C=C1)P([C-]2C=CC=C2)C3=CC=CC=C3.C1=CC=C(C=C1)P([C-]2C=CC=C2)C3=CC=CC=C3.Cl[Pd]Cl.[Fe+2] (Pd(dppf)Cl2). Run in O1CCOCC1 (1,4-dioxane). Reaction conditions: temperature 80 celsius. The product is C(C)(C)(C)OC(=O)N1C(=CC2=CC=CC=C12)C=1C=NC=C(C1)Br (2-(5-bromo-pyridin-3-yl)-indole-1-carboxylic acid tert-butyl ester). The yield is 24.5%. As a reaction SMILES: [C:1]([O:5][C:6]([N:8]1[C:16]2[C:11](=[CH:12][CH:13]=[CH:14][CH:15]=2)[CH:10]=[C:9]1B(O)O)=[O:7])([CH3:4])([CH3:3])[CH3:2].[Br:20][C:21]1[CH:22]=[N:23][CH:24]=[C:25](Br)[CH:26]=1.CC([O-])=O.[K+]>O1CCOCC1.C1C=CC(P(C2C=CC=CC=2)[C-]2C=CC=C2)=CC=1.C1C=CC(P(C2C=CC=CC=2)[C-]2C=CC=C2)=CC=1.Cl[Pd]Cl.[Fe+2]>[C:1]([O:5][C:6]([N:8]1[C:16]2[C:11](=[CH:12][CH:13]=[CH:14][CH:15]=2)[CH:10]=[C:9]1[C:25]1[CH:24]=[N:23][CH:22]=[C:21]([Br:20])[CH:26]=1)=[O:7])([CH3:4])([CH3:3])[CH3:2] |f:2.3,5.6.7.8|. Procedure details: 1-(tert-Butoxycarbonyl)indole-2-boronic acid (900 mg, 3.5 mmol), 3,5-dibromo-pyridine (810 mg, 3.5 mmol), KOAc (1.01 g, 10.4 mmol) and Pd(dppf)Cl2 (252 mg, 0.35 mmol) are mixed in 1,4-dioxane (70 mL) and heated to 80° C. for 2 hours. The mixture is filtered and the filtrate is concentrated. The residue is dissolved in DCM and washed with water. The organic layer is separated, dried over Na2SO4, filtered and concentrated to afford the crude product which is purified by column chromatography to gi...